describe an organic reaction: reactants, conditions, products, and yield From a dataset of the Open Reaction Database (ORD), a public repository of structured organic reaction records. The reactants are CC=1C(=NNC1)C(=O)OCC (ethyl 4-methyl-1H-pyrazole-3-carboxylate), C1CC(=O)N(C1=O)I (NIS). Run in CN(C=O)C (N,N-dimethylformamide). Conditions: temperature 50 celsius, time 6 hour. Yields the product IC1=C(C(=NN1)C(=O)OCC)C (Ethyl 5-iodo-4-methyl-1H-pyrazole-3-carboxylate). The yield is 73.4%. Reaction SMILES: [CH3:1][C:2]1[C:3]([C:7]([O:9][CH2:10][CH3:11])=[O:8])=[N:4][NH:5][CH:6]=1.C1C(=O)N([I:19])C(=O)C1>CN(C)C=O>[I:19][C:6]1[NH:5][N:4]=[C:3]([C:7]([O:9][CH2:10][CH3:11])=[O:8])[C:2]=1[CH3:1]. Procedure details: Into a 250-mL round-bottom flask, was placed a solution of ethyl 4-methyl-1H-pyrazole-3-carboxylate (600 mg, 3.89 mmol) in N,N-dimethylformamide (20 mL). NIS (2.2 g, 9.78 mmol) was added and the resulting mixture was stirred for 6 h at 50° C., then quenched with water (10 mL). The mixture was extracted with ethyl acetate (3×40 mL) and the combined organic extracts were washed with aqueous Na2S2O3 (sat., 2×30 mL) and brine (2×20 mL), dried (Na2SO4), filtered and concentrated under reduced pressur...